This data is from the Open Reaction Database (ORD), a public repository of structured organic reaction records. The task is: describe an organic reaction: reactants, conditions, products, and yield Reaction SMILES: Cl[C:2]1[CH:7]=[C:6]([Cl:8])[N:5]=[C:4]([C:9]2[CH:14]=[CH:13][CH:12]=[C:11]([CH3:15])[N:10]=2)[N:3]=1.[NH:16]1[C:24]2[C:19](=[C:20]([CH2:25][NH2:26])[CH:21]=[CH:22][CH:23]=2)[CH:18]=[CH:17]1.C([O-])([O-])=O.[K+].[K+]>CN1C(=O)CCC1>[Cl:8][C:6]1[N:5]=[C:4]([C:9]2[CH:14]=[CH:13][CH:12]=[C:11]([CH3:15])[N:10]=2)[N:3]=[C:2]([NH:26][CH2:25][C:20]2[CH:21]=[CH:22][CH:23]=[C:24]3[C:19]=2[CH:18]=[CH:17][NH:16]3)[CH:7]=1 |f:2.3.4|. Starting materials: ClC1=NC(=NC(=C1)Cl)C1=NC(=CC=C1)C (4,6-dichloro-2-(6-methyl-pyridin-2-yl)-pyrimidine), ClC1=NC(=NC(=C1)Cl)C1=NC(=CC=C1)C (4,6-dichloro-2-(6-methyl-pyridin-2-yl)-pyrimidine), N1C=CC2=C(C=CC=C12)CN (C-(1H-indol-4-yl)-methylamine), C(=O)([O-])[O-].[K+].[K+] (K2CO3). Procedure: A solution of 4,6-dichloro-2-(6-methyl-pyridin-2-yl)-pyrimidine (Intermediate E) (1 eq, 0.417 mmol, 0.1 g) and C-(1H-indol-4-yl)-methylamine (1 eq, 0.417 mmol, 61 mg) and K2CO3 (1 eq, 0.417 mmol, 58 mg) in NMP (1 ml) is heated using microwave radiation at 120° C. for 1 hour. After cooling to room temperature, the mixture is partitioned between DCM/water and the organic portion is separated and concentrated in vacuo. The crude brown oil is purified by flash chromatography on silica eluting with 1... Product: ClC1=CC(=NC(=N1)C1=NC(=CC=C1)C)NCC1=C2C=CNC2=CC=C1 ([6-Chloro-2-(6-methyl-pyridin-2-yl)-pyrimidin-4-yl]-(1H-indol-4-ylmethyl)-amine). The solvent is CN1CCCC1=O (NMP). Reactants: Cl.C(C)(=O)OCC (hydrogen chloride ethyl acetate), C(C)(C)(C)OC(=O)N1CCN(CC1)C1=C(C=C(C=C1)C)C=C (4-(4-Methyl-2-vinylphenyl)piperazine-1-carboxylic acid tert-butyl ester), [OH-].[Na+] (sodium hydroxide). Run in C(Cl)(Cl)Cl (chloroform). Reaction conditions: time 3 hour. The product is CC1=CC(=C(C=C1)N1CCNCC1)C=C (1-(4-methyl-2-vinylphenyl)piperazine). Isolated yield 100.7%. Reaction SMILES: C(OC([N:8]1[CH2:13][CH2:12][N:11]([C:14]2[CH:19]=[CH:18][C:17]([CH3:20])=[CH:16][C:15]=2[CH:21]=[CH2:22])[CH2:10][CH2:9]1)=O)(C)(C)C.Cl.C(OCC)(=O)C.[OH-].[Na+]>C(Cl)(Cl)Cl>[CH3:20][C:17]1[CH:18]=[CH:19][C:14]([N:11]2[CH2:12][CH2:13][NH:8][CH2:9][CH2:10]2)=[C:15]([CH:21]=[CH2:22])[CH:16]=1 |f:1.2,3.4|. Procedure details: A mixture of 4-bromo-3-chlorotoluene (2.1 g), Boc-piperazine (1.9 g), palladium acetate (112 mg), rac-2,2′-bis(diphenylphosphino)-1,1′-binaphthyl (312 mg), sodium tert-butoxide (1.4 g) and toluene (20 mL) was refluxed for 5 hr. After cooling, water was added to the reaction mixture, and the mixture was extracted with ethyl acetate. The organic layer was washed with saturated brine, and the solvent was evaporated. The residue was purified by column chromatography (chloroform) to give 4-(2-chloro-... Reactants: BrCc1ccc2ccccc2c1, C1CCOC1, CC(C)(C)[O-], COc1ccc(CN2C(=O)CN=C(c3cn[nH]c3)c3cc(Cl)ccc32)cc1, [K+]. The product is COc1ccc(CN2C(=O)C(Cc3ccc4ccccc4c3)N=C(c3cn[nH]c3)c3cc(Cl)ccc32)cc1. RXN SMILES: [Br:34][CH2:35][c:36]1[cH:37][c:38]2[cH:39][cH:40][cH:41][cH:42][c:43]2[cH:44][cH:45]1.[CH2:46]1[O:47][CH2:48][CH2:49][CH2:50]1.[CH3:28][C:29]([CH3:30])([O-:31])[CH3:32].[Cl:1][c:2]1[cH:3][c:4]2[c:5]([cH:26][cH:27]1)[N:6]([CH2:17][c:18]1[cH:19][cH:20][c:21]([O:24][CH3:25])[cH:22][cH:23]1)[C:7](=[O:16])[CH2:8][N:9]=[C:10]2[c:11]1[cH:12][n:13][nH:14][cH:15]1.[K+:33]>>[Cl:1][c:2]1[cH:3][c:4]2[c:5]([cH:26][cH:27]1)[N:6]([CH2:17][c:18]1[cH:19][cH:20][c:21]([O:24][CH3:25])[cH:22][cH:23]1)[C:7](=[O:16])[CH:8]([CH2:35][c:36]1[cH:37][c:38]3[cH:39][cH:40][cH:41][cH:42][c:43]3[cH:44][cH:45]1)[N:9]=[C:10]2[c:11]1[cH:12][nH:13][n:14][cH:15]1. The reactants are C(C)OC(=O)C1CCN(CC1)C1=CC(=NC2=CC=C(C=C12)F)C1=CC=CC=C1 (1-[6-fluoro-2-phenyl-4-quinolinyl]-4-piperidinecarboxylic acid ethyl ester). Run in [OH-].[Na+] (sodium hydroxide). The product is FC=1C=C2C(=CC(=NC2=CC1)C1=CC=CC=C1)N1CCC(CC1)C(=O)O (1-[6-Fluoro-2-phenyl-4-quinolinyl]-4-piperidinecarboxylic acid). Yield: 100.8%. Reaction SMILES: C([O:3][C:4]([CH:6]1[CH2:11][CH2:10][N:9]([C:12]2[C:21]3[C:16](=[CH:17][CH:18]=[C:19]([F:22])[CH:20]=3)[N:15]=[C:14]([C:23]3[CH:28]=[CH:27][CH:26]=[CH:25][CH:24]=3)[CH:13]=2)[CH2:8][CH2:7]1)=[O:5])C>[OH-].[Na+]>[F:22][C:19]1[CH:20]=[C:21]2[C:16](=[CH:17][CH:18]=1)[N:15]=[C:14]([C:23]1[CH:24]=[CH:25][CH:26]=[CH:27][CH:28]=1)[CH:13]=[C:12]2[N:9]1[CH2:10][CH2:11][CH:6]([C:4]([OH:5])=[O:3])[CH2:7][CH2:8]1 |f:1.2|. Procedure: From 6.0 g of 1-[6-fluoro-2-phenyl-4-quinolinyl]-4-piperidinecarboxylic acid ethyl ester and 10 ml of 3N sodium hydroxide, treated in a manner similar to that described in Example 1C, there was obtained 5.6 g of product as yellow needles, mp 255°-260° dec. Reactants: O=C([O-])[O-], COCCOC, COC(=O)c1cc2ccc(OS(=O)(=O)C(F)(F)F)cc2cn1, [Na+], [Na+], OB(O)c1ccc(O)cc1. The product is COC(=O)c1cc2ccc(-c3ccc(O)cc3)cc2cn1. RXN SMILES: [C:33](=[O:34])([O-:35])[O-:36].[CH3:39][O:40][CH2:41][CH2:42][O:43][CH3:44].[F:1][C:2]([F:3])([F:4])[S:5]([O:6][c:7]1[cH:8][cH:9][c:10]2[cH:11][c:12]([C:17](=[O:18])[O:19][CH3:20])[n:13][cH:14][c:15]2[cH:16]1)(=[O:21])=[O:22].[Na+:37].[Na+:38].[OH:23][c:24]1[cH:25][cH:26][c:27]([B:30]([OH:31])[OH:32])[cH:28][cH:29]1>>[c:7]1(-[c:27]2[cH:26][cH:25][c:24]([OH:23])[cH:29][cH:28]2)[cH:8][cH:9][c:10]2[cH:11][c:12]([C:17](=[O:18])[O:19][CH3:20])[n:13][cH:14][c:15]2[cH:16]1.